This data is from the Open Reaction Database (ORD), a public repository of structured organic reaction records. The task is: describe an organic reaction: reactants, conditions, products, and yield The reactants are N1=CC(=CC=C1)C(=O)C1=CC=C2C=C(C(OC2=C1)C(F)(F)F)C(=O)OCC (ethyl 7-(pyridin-3-ylcarbonvl)-2-(trifluoromethyl)-2H-chromene-3-carboxylate), [OH-].[Na+] (Sodium hydroxide). Solvent: CO (methanol), C1CCOC1 (THF). Reaction conditions: temperature 50 celsius, time 4 hour. The product is N1=CC(=CC=C1)C(=O)C1=CC=C2C=C(C(OC2=C1)C(F)(F)F)C(=O)O (7-(pyridin-3-ylcarbonyl)-2-(trifluoromethyl)-2H-chromene-3-carboxylic acid). Isolated yield 53.7%. As a reaction SMILES: [N:1]1[CH:6]=[CH:5][CH:4]=[C:3]([C:7]([C:9]2[CH:18]=[C:17]3[C:12]([CH:13]=[C:14]([C:23]([O:25]CC)=[O:24])[CH:15]([C:19]([F:22])([F:21])[F:20])[O:16]3)=[CH:11][CH:10]=2)=[O:8])[CH:2]=1.[OH-].[Na+]>CO.C1COCC1>[N:1]1[CH:6]=[CH:5][CH:4]=[C:3]([C:7]([C:9]2[CH:18]=[C:17]3[C:12]([CH:13]=[C:14]([C:23]([OH:25])=[O:24])[CH:15]([C:19]([F:21])([F:22])[F:20])[O:16]3)=[CH:11][CH:10]=2)=[O:8])[CH:2]=1 |f:1.2|. Reported procedure: The ester from Step 1 (38 mg, 0.08 mmole) was dissolved in 0.5 mL methanol and 0.5 mL THF. Sodium hydroxide (2.5 N) (0.2 mL, 0.5 mmole) was added to above solution and stirred at 50° C. for 4 h. The crude was purified by RPHPLC with 45% ACN in water to afford a white solid (15 mg,41%): LCMS m/z 350.05 (M+H). 1H NMR (DMSO-d6/400 MHz) 8.87 (s, 1H), 8.83 (d, 1H, J=6.8 Hz), 8.11 (d, 1H, J=10.4 Hz), 7.94 (s,1H), 7.69 (d, 1H, J=14 Hz), 7.60 (m, 1H), 7.42 (d, 1H, J=10.4 Hz), 7.34 (s, 1H), 6.03 (q, 1H, ... Starting materials: CC(C)(C)n1nc(-c2ccc3c(c2)OCO3)c2c(N)ncnc21, O=CO, Cl. Yields the product Nc1ncnc2[nH]nc(-c3ccc4c(c3)OCO4)c12. Reaction SMILES: [C:1]([CH3:2])([CH3:3])([CH3:4])[n:5]1[n:6][c:7](-[c:15]2[cH:16][cH:17][c:18]3[c:19]([cH:23]2)[O:20][CH2:21][O:22]3)[c:8]2[c:9]1[n:10][cH:11][n:12][c:13]2[NH2:14].[CH:24]([OH:25])=[O:26].[ClH:27]>>[nH:5]1[n:6][c:7](-[c:15]2[cH:16][cH:17][c:18]3[c:19]([cH:23]2)[O:20][CH2:21][O:22]3)[c:8]2[c:9]1[n:10][cH:11][n:12][c:13]2[NH2:14]. Starting materials: O=C(c1ccccc1)N1CCC(CO)CC1, ClCCl, O=S(Cl)Cl. Yields the product O=C(c1ccccc1)N1CCC(CCl)CC1. Reaction SMILES: [C:1]([c:2]1[cH:3][cH:4][cH:5][cH:6][cH:7]1)(=[O:8])[N:9]1[CH2:10][CH2:11][CH:12]([CH2:15][OH:16])[CH2:13][CH2:14]1.[Cl:21][CH2:22][Cl:23].[S:17]([Cl:18])([Cl:19])=[O:20]>>[C:1]([c:2]1[cH:3][cH:4][cH:5][cH:6][cH:7]1)(=[O:8])[N:9]1[CH2:10][CH2:11][CH:12]([CH2:15][Cl:19])[CH2:13][CH2:14]1. Starting materials: [Cl-].C(CCC)[N+]1=CN(C=C1)C (1-butyl-3-methylimidazolium chloride), F[B-](F)(F)F.[Na+] (sodium tetrafluoroborate). The solvent is C(Cl)Cl (methylene dichloride). Run at time 24 hour. The product is F[B-](F)(F)F.C(CCC)[N+]1=CN(C=C1)C (1-butyl-3-methylimidazolium tetrafluoroborate). Reaction SMILES: [Cl-].[CH2:2]([N+:6]1[CH:10]=[CH:9][N:8]([CH3:11])[CH:7]=1)[CH2:3][CH2:4][CH3:5].[F:12][B-:13]([F:16])([F:15])[F:14].[Na+]>C(Cl)Cl>[F:12][B-:13]([F:16])([F:15])[F:14].[CH2:2]([N+:6]1[CH:10]=[CH:9][N:8]([CH3:11])[CH:7]=1)[CH2:3][CH2:4][CH3:5] |f:0.1,2.3,5.6|. Procedure: Methylimidazole and excessive amount of chloro-n-butane (molar ratio: 1/1.05) were reacted at 70° C. with stirring for 48 hours. Excessive of reactants were removed by rotary evaporation, thereby 1-butyl-3-methylimidazolium chloride was obtained. The obtained 1-butyl-3-methylimidazolium chloride was further added into an aqueous solution with excessive amount of sodium tetrafluoroborate (molar ratio: 1/1.1) and stirred for 24 hours. Then, adequate amount of methylene dichloride was added to extr... Reactants: [Br-], C[Mg+], Cn1c(C(F)(F)F)cc(=O)n(-c2c(F)cc(Cl)c3cc(C=O)oc23)c1=O, C1CCOC1, O. The product is CC(O)c1cc2c(Cl)cc(F)c(-n3c(=O)cc(C(F)(F)F)n(C)c3=O)c2o1. Reaction SMILES: [Br-:27].[CH3:28][Mg+:29].[Cl:1][c:2]1[cH:3][c:4]([F:26])[c:5](-[n:13]2[c:14](=[O:25])[n:15]([CH3:24])[c:16]([C:20]([F:21])([F:22])[F:23])[cH:17][c:18]2=[O:19])[c:6]2[c:7]1[cH:8][c:9]([CH:11]=[O:12])[o:10]2.[O:31]1[CH2:32][CH2:33][CH2:34][CH2:35]1.[OH2:30]>>[Cl:1][c:2]1[cH:3][c:4]([F:26])[c:5](-[n:13]2[c:14](=[O:25])[n:15]([CH3:24])[c:16]([C:20]([F:21])([F:22])[F:23])[cH:17][c:18]2=[O:19])[c:6]2[c:7]1[cH:8][c:9]([CH:11]([OH:12])[CH3:28])[o:10]2.